describe an organic reaction: reactants, conditions, products, and yield From a dataset of the Open Reaction Database (ORD), a public repository of structured organic reaction records. The reactants are ClCCN1C[C@@H]2N(C3=C(CC4=C2C=CC=C4)C=CC=C3)CC1 ((14bR)-2-(2-chloroethyl)-1,2,3,4,10,14b-hexahydrodibenzo[c,f]-pyrazino [1,2-a]azepine), N1CCNCC1 (piperazine), C1(=CC=CC=C1)C (toluene), O (water). The solvent is C(C)(=O)O (acetic acid). Product: C1N(CCN2[C@@H]1C1=C(CC3=C2C=CC=C3)C=CC=C1)CCN1CCNCC1 (1-{2-[(14bR)-1,2,3,4,10,14b-Hexahydrodibenzo[c,f]pyrazino[1,2-a]azepin-2-yl]ethyl}piperazine). The yield is 24.6%. Reaction SMILES: Cl[CH2:2][CH2:3][N:4]1[CH2:22][CH2:21][N:7]2[C:8]3[CH:20]=[CH:19][CH:18]=[CH:17][C:9]=3[CH2:10][C:11]3[CH:16]=[CH:15][CH:14]=[CH:13][C:12]=3[C@@H:6]2[CH2:5]1.[NH:23]1[CH2:28][CH2:27][NH:26][CH2:25][CH2:24]1.C1(C)C=CC=CC=1.O>C(O)(=O)C>[CH2:5]1[C@H:6]2[C:12]3[CH:13]=[CH:14][CH:15]=[CH:16][C:11]=3[CH2:10][C:9]3[CH:17]=[CH:18][CH:19]=[CH:20][C:8]=3[N:7]2[CH2:21][CH2:22][N:4]1[CH2:3][CH2:2][N:23]1[CH2:28][CH2:27][NH:26][CH2:25][CH2:24]1. Procedure: A mixture of 1.3 g (15.5 mmole) of (14bR)-2-(2-chloroethyl)-1,2,3,4,10,14b-hexahydrodibenzo[c,f]-pyrazino [1,2-a]azepine [prepared as described in step (a) above], 3.6 g of piperazine and 30 ml of toluene was header under reflux for 16 hours. At the end of this time, the mixture was cooled and water was added. Sufficient of a 10% w/v aqueous solution of acetic acid was then added to make it acidic. The aqueous layer was separated, neutralized with a 10% w/v aqueous solution of sodium hydroxide, ... Reactants: CC(=O)OC(C)C, CC(C)(C)C(=O)Cl, CN1CCOCC1, CNOC, CCCCCCC, COc1ccc(CN2C(=O)SCC2C(=O)O)cc1. Yields the product COc1ccc(CN2C(=O)SCC2C(=O)N(C)OC)cc1. As a reaction SMILES: [C:1]([O:2][CH:3]([CH3:4])[CH3:5])(=[O:6])[CH3:7].[C:33]([Cl:34])(=[O:35])[C:36]([CH3:37])([CH3:38])[CH3:39].[CH3:26][N:27]1[CH2:28][CH2:29][O:30][CH2:31][CH2:32]1.[CH3:40][O:41][NH:42][CH3:43].[CH3:44][CH2:45][CH2:46][CH2:47][CH2:48][CH2:49][CH3:50].[CH3:8][O:9][c:10]1[cH:11][cH:12][c:13]([CH2:14][N:15]2[C:16](=[O:23])[S:17][CH2:18][CH:19]2[C:20](=[O:21])[OH:22])[cH:24][cH:25]1>>[CH3:8][O:9][c:10]1[cH:11][cH:12][c:13]([CH2:14][N:15]2[C:16](=[O:23])[S:17][CH2:18][CH:19]2[C:20](=[O:22])[N:42]([O:41][CH3:40])[CH3:43])[cH:24][cH:25]1. The reactants are FC1=CC=C(C=C1)[N+](=O)[O-] (1-Fluoro-4-nitrobenzene), C1(CC1)N (cyclopropylamine), ice water. Product: C1(CC1)NC1=CC=C(C=C1)[N+](=O)[O-] (N-Cyclopropyl-4-nitro-phenylamine). Reaction SMILES: F[C:2]1[CH:7]=[CH:6][C:5]([N+:8]([O-:10])=[O:9])=[CH:4][CH:3]=1.[CH:11]1([NH2:14])[CH2:13][CH2:12]1>>[CH:11]1([NH:14][C:2]2[CH:7]=[CH:6][C:5]([N+:8]([O-:10])=[O:9])=[CH:4][CH:3]=2)[CH2:13][CH2:12]1. Procedure: 1-Fluoro-4-nitrobenzene (3.5 g, 24.8 mmoles) is refluxed for 5 hours with 8.1 g (0.14 moles) of cyclopropylamine. After that, the reaction product is poured onto 250 g of ice/water and the precipitate is filtered off. After recrystallization from ethanol, a yellow solid with a melting point of 126°-128° C. is obtained. The reactants are CCOC1CNCC1Nc1nc(CC)c(-c2ccc(OC)nc2C)nc1CC, CCOC1CN(C(=O)OCc2ccccc2)CC1Nc1nc(CC)c(-c2ccc(OC)nc2C(F)(F)F)nc1CC. The product is CCOC1CNCC1Nc1nc(CC)c(-c2ccc(OC)nc2C(F)(F)F)nc1CC. RXN SMILES: [CH2:1]([O:2][CH:3]1[CH2:4][NH:5][CH2:6][CH:7]1[NH:8][c:9]1[c:10]([CH2:11][CH3:12])[n:13][c:14](-[c:15]2[c:16]([CH3:17])[n:18][c:19]([O:20][CH3:21])[cH:22][cH:23]2)[c:24]([CH2:25][CH3:26])[n:27]1)[CH3:28].[CH2:29]([CH3:30])[c:31]1[c:32]([NH:51][CH:52]2[CH2:53][N:54]([C:60]([O:61][CH2:62][c:63]3[cH:64][cH:65][cH:66][cH:67][cH:68]3)=[O:69])[CH2:55][CH:56]2[O:57][CH2:58][CH3:59])[n:33][c:34]([CH2:49][CH3:50])[c:35](-[c:37]2[c:38]([C:45]([F:46])([F:47])[F:48])[n:39][c:40]([O:43][CH3:44])[cH:41][cH:42]2)[n:36]1>>[CH2:29]([CH3:30])[c:31]1[c:32]([NH:51][CH:52]2[CH2:53][NH:54][CH2:55][CH:56]2[O:57][CH2:58][CH3:59])[n:33][c:34]([CH2:49][CH3:50])[c:35](-[c:37]2[c:38]([C:45]([F:46])([F:47])[F:48])[n:39][c:40]([O:43][CH3:44])[cH:41][cH:42]2)[n:36]1.